From a dataset of the Open Reaction Database (ORD), a public repository of structured organic reaction records. describe an organic reaction: reactants, conditions, products, and yield The reactants are C=1(C(=CC=CC1)S(=O)(=O)Cl)C (toluenesulphonyl chloride), O1CCCC1 (tetrahydrofuran), [OH-].[Na+] (sodium hydroxide), O (Water), COCCOCCOCCO (triethylene glycol monomethyl ether), [OH-].[Na+] (sodium hydroxide), O1CCCC1 (tetrahydrofuran). Run at temperature 20 celsius, time 2 hour. The product is CC1=CC=C(C=C1)S(=O)(=O)OCCOCCOCCOC (2-[2-(2-Methoxyethoxy)ethoxy]ethyl 4-methylbenzenesulfonate). Reaction SMILES: [CH3:1][O:2][CH2:3][CH2:4][O:5][CH2:6][CH2:7][O:8][CH2:9][CH2:10][OH:11].[OH-].[Na+].[C:14]1(C)[C:15]([S:20](Cl)(=[O:22])=[O:21])=[CH:16][CH:17]=[CH:18][CH:19]=1.O.O1CCC[CH2:27]1>>[CH3:27][C:18]1[CH:19]=[CH:14][C:15]([S:20]([O:11][CH2:10][CH2:9][O:8][CH2:7][CH2:6][O:5][CH2:4][CH2:3][O:2][CH3:1])(=[O:21])=[O:22])=[CH:16][CH:17]=1 |f:1.2|. Procedure: A solution of triethylene glycol monomethyl ether (300 g) in tetrahydrofuran (550 mL) was added dropwise over 105 minutes to a stirred aqueous sodium hydroxide solution (2M, 1.28 L) at 0–5° C. A solution of p toluenesulphonyl chloride (383 g) in tetrahydrofuran (600 mL) was then added to the reaction mixture over 150 minutes, maintaining the temperature at 0–9° C. The reaction mixture was stirred at 0–5° C. for a further 2 hours and then allowed to warm to 20° C. and stirred for 16 hours. Additi... Starting materials: O=CCC1C(C2=CC(=CC=C2C1)OC)=O ((RS)-2-(2-oxoethyl)-6-methoxy-1-indanone), C(C)(=O)NCCN (N-acetylethylenediamine). The solvent is C1(=CC=CC=C1)C (toluene). Product: COC1=CC=C2CC3=C(N(C=C3)CCNC(C)=O)C2=C1 (N-[2-(7-methoxy-1,4-dihydro-indeno[1,2-b]pyrrol-1-yl)-ethyl]-acetamide). The yield is 15.1%. Reaction SMILES: O=[CH:2][CH2:3][CH:4]1[CH2:12][C:11]2[C:6](=[CH:7][C:8]([O:13][CH3:14])=[CH:9][CH:10]=2)[C:5]1=O.[C:16]([NH:19][CH2:20][CH2:21][NH2:22])(=[O:18])[CH3:17]>C1(C)C=CC=CC=1>[CH3:14][O:13][C:8]1[CH:7]=[C:6]2[C:11]([CH2:12][C:4]3[CH:3]=[CH:2][N:22]([CH2:21][CH2:20][NH:19][C:16](=[O:18])[CH3:17])[C:5]=32)=[CH:10][CH:9]=1. Reported procedure: A solution of 4.5 g of (RS)-2-(2-oxoethyl)-6-methoxy-1-indanone and 2.3 g of N-acetylethylenediamine in 100 ml of toluene was boiled under reflux for 10 minutes. The reaction mixture was evaporated in a vacuum, taken up in dichloromethane, dried with magnesium sulfate and again evaporated. After purification on silica gel (ethyl acetate), 0.9 g (15%) of N-[2-(7-methoxy-1,4-dihydro-indeno[1,2-b]pyrrol-1-yl)-ethyl]-acetamide was obtained as a yellowish solid. The reactants are N[C@H](COCC1=CC(=CC(=C1)C(F)(F)F)C(F)(F)F)C(C1=CC=CC=C1)C1=CC=CC=C1 ((S)-2-amino-1-((3,5-bis(trifluoromethyl) phenyl)methyloxy)-3,3-diphenylpropane), C(=O)([O-])[O-].[K+].[K+] (K2CO3), BrCC(=O)OC (methyl bromoacetate). Solvent: C(C)(=O)OCC (ethyl acetate), CN(C=O)C (dimethylformamide). Run at time 0.75 hour. Yields the product COC(CN[C@H](COCC1=CC(=CC(=C1)C(F)(F)F)C(F)(F)F)C(C1=CC=CC=C1)C1=CC=CC=C1)=O ((S)-N-(1-((3,5-bis(trifluoromethyl)phenyl) methyloxy)-3,3-diphenylprop-2-yl)glycine methyl ester). RXN SMILES: [NH2:1][C@@H:2]([CH:20]([C:27]1[CH:32]=[CH:31][CH:30]=[CH:29][CH:28]=1)[C:21]1[CH:26]=[CH:25][CH:24]=[CH:23][CH:22]=1)[CH2:3][O:4][CH2:5][C:6]1[CH:11]=[C:10]([C:12]([F:15])([F:14])[F:13])[CH:9]=[C:8]([C:16]([F:19])([F:18])[F:17])[CH:7]=1.C([O-])([O-])=O.[K+].[K+].Br[CH2:40][C:41]([O:43][CH3:44])=[O:42]>CN(C)C=O.C(OCC)(=O)C>[CH3:44][O:43][C:41](=[O:42])[CH2:40][NH:1][C@@H:2]([CH:20]([C:27]1[CH:32]=[CH:31][CH:30]=[CH:29][CH:28]=1)[C:21]1[CH:22]=[CH:23][CH:24]=[CH:25][CH:26]=1)[CH2:3][O:4][CH2:5][C:6]1[CH:7]=[C:8]([C:16]([F:17])([F:18])[F:19])[CH:9]=[C:10]([C:12]([F:14])([F:15])[F:13])[CH:11]=1 |f:1.2.3|. Reported procedure: To a solution of (S)-2-amino-1-((3,5-bis(trifluoromethyl) phenyl)methyloxy)-3,3-diphenylpropane (8.6 g, Example 1i) and anhydrous K2CO3 (13.0 g)in dimethylformamide (50 ml) was added methyl bromoacetate (4.5 ml). The reaction was stirred at room temperature for 0.75 h then diluted with ethyl acetate (200 ml) and washed with water (4×100 ml), brine (100 ml), dried over MgSO4 and evaporated to dryness. The residual oil was purified on silica gel eluting with petroleum ether-ethyl acetate mixtures ... Starting materials: CCn1cc(C(=O)O)c(=O)c2cc(F)c(F)c(OC)c21, C1CCNCC1, COB(OC)OC, CC#N, O. Yields the product CCn1cc(C(=O)O)c(=O)c2cc(F)c(N3CCCCC3)c(OC)c21. As a reaction SMILES: [CH2:1]([CH3:2])[n:3]1[cH:4][c:5]([C:18](=[O:19])[OH:20])[c:6](=[O:17])[c:7]2[cH:8][c:9]([F:16])[c:10]([F:15])[c:11]([O:13][CH3:14])[c:12]12.[CH2:21]1[CH2:22][CH2:23][NH:24][CH2:25][CH2:26]1.[CH3:27][O:28][B:29]([O:30][CH3:31])[O:32][CH3:33].[CH3:34][C:35]#[N:36].[OH2:37]>>[CH2:1]([CH3:2])[n:3]1[cH:4][c:5]([C:18](=[O:19])[OH:20])[c:6](=[O:17])[c:7]2[cH:8][c:9]([F:16])[c:10]([N:24]3[CH2:23][CH2:22][CH2:21][CH2:26][CH2:25]3)[c:11]([O:13][CH3:14])[c:12]12.